Dataset: the Open Reaction Database (ORD), a public repository of structured organic reaction records. Task: describe an organic reaction: reactants, conditions, products, and yield Starting materials: C(C)OC(CC(=O)Br)=O (2-bromoformylacetic acid ethyl ester), COC1=CC=C(C=C1)C1=NC(SC1C1=CC=C(C=C1)OC)=S (4,5-bis-(p-methoxyphenyl)-thiazoline-2-thione), [Na] (sodium), [H-].[Na+] (sodium hydride), ice water. The solvent is C(C)OCC (diethyl ether), CCCCCC (hexane), CN(P(N(C)C)(N(C)C)=O)C (hexamethylphosphoric acid triamide). Run at time 1 hour. Product: C(C)OC(C(C=O)SC=1SC(=C(N1)C1=CC=C(C=C1)OC)C1=CC=C(C=C1)OC)=O (2-[4,5-bis-(p-methoxyphenyl)-thiazol-2-ylthio]-2-formylacetic acid ethyl ester). As a reaction SMILES: [CH3:1][O:2][C:3]1[CH:8]=[CH:7][C:6]([C:9]2[CH:13]([C:14]3[CH:19]=[CH:18][C:17]([O:20][CH3:21])=[CH:16][CH:15]=3)[S:12][C:11](=[S:22])[N:10]=2)=[CH:5][CH:4]=1.[Na].[H-].[Na+].[CH2:26]([O:28][C:29](=[O:34])[CH2:30][C:31](Br)=[O:32])[CH3:27]>CN(C)P(=O)(N(C)C)N(C)C.C(OCC)C.CCCCCC>[CH2:26]([O:28][C:29](=[O:34])[CH:30]([S:22][C:11]1[S:12][C:13]([C:14]2[CH:19]=[CH:18][C:17]([O:20][CH3:21])=[CH:16][CH:15]=2)=[C:9]([C:6]2[CH:7]=[CH:8][C:3]([O:2][CH3:1])=[CH:4][CH:5]=2)[N:10]=1)[CH:31]=[O:32])[CH3:27] |f:2.3,^1:22|. Reported procedure: 3.3 g of 4,5-bis-(p-methoxyphenyl)-thiazoline-2-thione are dissolved in 50 ml of hexamethylphosphoric acid triamide, the solution is cooled to 5° and converted into the sodium salt under nitrogen with sodium hydride (0.5 g of a 50% strength suspension in mineral oil, de-oiled with hexane). The product is allowed to warm to room temperature, 2.0 g of 2-bromoformylacetic acid ethyl ester are added dropwise and the mixture is stirred at 25° for 1 hour, poured into 750 ml of ice-water and taken up i...